From a dataset of the Open Reaction Database (ORD), a public repository of structured organic reaction records. describe an organic reaction: reactants, conditions, products, and yield Starting materials: O (Water), C(CCCCCCCCCCCCCCCCC)OCC(O)COCCOCCOC(C1=CC=CC=C1)(C1=CC=CC=C1)C1=CC=CC=C1 (1-O-octadecyl-3-O-[2-(2-trityloxyethoxy)ethyl]glycerol), S(=O)(=O)(OCC)OCC (diethyl sulfate), [OH-].[Na+] (sodium hydroxide). The reagents and catalysts are [Cl-].C(CCCCCCCCCCCCCCC)[N+](C)(C)C (cetyltrimethylammonium chloride). Run in ClCCl (dichloromethane), O1CCOCC1 (dioxane). Run at time 72 hour. Product: C(C)OC(COCCOCCO)COCCCCCCCCCCCCCCCCCC (2-O-Ethyl-1-O-[2-(2-hydroxyethoxy)ethyl]-3-O-octadecylglycerol). Isolated yield 73.0%. As a reaction SMILES: [CH2:1]([O:19][CH2:20][CH:21]([CH2:23][O:24][CH2:25][CH2:26][O:27][CH2:28][CH2:29][O:30]C(C1C=CC=CC=1)(C1C=CC=CC=1)C1C=CC=CC=1)[OH:22])[CH2:2][CH2:3][CH2:4][CH2:5][CH2:6][CH2:7][CH2:8][CH2:9][CH2:10][CH2:11][CH2:12][CH2:13][CH2:14][CH2:15][CH2:16][CH2:17][CH3:18].S(OCC)(O[CH2:54][CH3:55])(=O)=O.[OH-].[Na+].O>O1CCOCC1.[Cl-].C([N+](C)(C)C)CCCCCCCCCCCCCCC.ClCCl>[CH2:54]([O:22][CH:21]([CH2:20][O:19][CH2:1][CH2:2][CH2:3][CH2:4][CH2:5][CH2:6][CH2:7][CH2:8][CH2:9][CH2:10][CH2:11][CH2:12][CH2:13][CH2:14][CH2:15][CH2:16][CH2:17][CH3:18])[CH2:23][O:24][CH2:25][CH2:26][O:27][CH2:28][CH2:29][OH:30])[CH3:55] |f:2.3,6.7|. Procedure details: 3.7 g (5.8 millimole) of 1-O-octadecyl-3-O-[2-(2-trityloxyethoxy)ethyl]glycerol and 1.5g (10 millimole) of diethyl sulfate were dissolved in 10 ml of dioxane, to which 96 mg (0.3 millimole) of cetyltrimethylammonium chloride and 2.4 g (30 millimole) of 50% sodium hydroxide were added, and the mixture was stirred at room temperature for 72 hours. Water and dichloromethane were added to the mixture and the resulting mixture was shaken for partition. Dichloromethane was distilled off and the residu... Reactants: C(CCCCCCCCCCCCCC)C=1C=C(C=CC1)O (3-pentadecylphenol), C([O-])([O-])=O.[K+].[K+] (potassium carbonate), CN1C(CCC1)=O (1-methyl-2-pyrrolidinone), 1, [N+](=O)([O-])C=1C=C(C(C#N)=CC1)C#N (4-nitrophthalonitrile). Reaction conditions: temperature 90 celsius. Product: CCC(CCCCCCCCCCCC)C1=CC=C(OC2=C(C(C#N)=CC=C2)C#N)C=C1 (4-(3-pentadecyl)phenoxyphthalonitrile). Isolated yield 83.2%. As a reaction SMILES: [CH2:1]([C:16]1[CH:17]=[C:18](O)[CH:19]=[CH:20][CH:21]=1)[CH2:2][CH2:3][CH2:4][CH2:5][CH2:6][CH2:7][CH2:8][CH2:9][CH2:10][CH2:11][CH2:12][CH2:13]CC.[C:23](=[O:26])([O-])[O-].[K+].[K+].[N+]([C:32]1C=[C:34]([C:40]#[N:41])[C:35](=[CH:38][CH:39]=1)[C:36]#[N:37])([O-])=O.CN1CC[CH2:45][C:44]1=O>>[CH3:44][CH2:45][CH:1]([C:16]1[CH:21]=[CH:20][C:19]([O:26][C:23]2[CH:32]=[CH:39][CH:38]=[C:35]([C:36]#[N:37])[C:34]=2[C:40]#[N:41])=[CH:18][CH:17]=1)[CH2:2][CH2:3][CH2:4][CH2:5][CH2:6][CH2:7][CH2:8][CH2:9][CH2:10][CH2:11][CH2:12][CH3:13] |f:1.2.3|. Procedure: To a 5 liter 1 necked round bottomed flask equipped with mechanical stirrer was added 502.5 grams (1.65 mole) of 3-pentadecylphenol, 200 grams (1.45 mole) of potassium carbonate, and 2,000 grams of 1-methyl-2-pyrrolidinone (anhydrous; obtained from Aldrich Chemical Co.). The mixture was heated to 90° C. for 2 hours using a heating mantle. The reaction mixture turned dark brown. Thereafter, 250.0 grams (1.45 mole) of 4-nitrophthalonitrile (obtained from Sigma-Aldrich) was added and the mixture wa... Starting materials: Nc1ccc(Br)cc1[N+](=O)[O-], CCO, [Na+], [OH-]. The product is Nc1ccc(Br)cc1N. As a reaction SMILES: [Br:1][c:2]1[cH:3][c:4]([N+:9]([O-:10])=[O:11])[c:5]([NH2:6])[cH:7][cH:8]1.[CH3:14][CH2:15][OH:16].[Na+:13].[OH-:12]>>[Br:1][c:2]1[cH:3][c:4]([NH2:9])[c:5]([NH2:6])[cH:7][cH:8]1. The reactants are BrC1=C(C=CC(=N1)C(=O)N[C@@H](CC(=O)O)C1=C(C=CC=C1)F)OC ((S)-3-[(6-Bromo-5-methoxy-pyridine-2-carbonyl)-amino]-3-(2-fluoro-phenyl)-propionic acid), C(=O)([O-])[O-].[Na+].[Na+] (Na2CO3). The reagents and catalysts are C1(=CC=CC=C1)B(O)O (phenylboronic acid), C1=CC=C(C=C1)P(C2=CC=CC=C2)C3=CC=CC=C3.C1=CC=C(C=C1)P(C2=CC=CC=C2)C3=CC=CC=C3.Cl[Pd]Cl (bis(triphenylphosphine)palladium(II)chloride). The solvent is CN(C)C=O (DMF). Reaction conditions: temperature 100 celsius. Yields the product FC1=C(C=CC=C1)[C@H](CC(=O)O)NC(=O)C1=NC(=C(C=C1)OC)C1=CC=CC=C1 ((S)-3-(2-Fluoro-phenyl)-3-[(5-methoxy-6-phenyl-pyridine-2-carbonyl)-amino]-propionic acid). The yield is 63.4%. Reaction SMILES: Br[C:2]1[N:7]=[C:6]([C:8]([NH:10][C@H:11]([C:16]2[CH:21]=[CH:20][CH:19]=[CH:18][C:17]=2[F:22])[CH2:12][C:13]([OH:15])=[O:14])=[O:9])[CH:5]=[CH:4][C:3]=1[O:23][CH3:24].C([O-])([O-])=O.[Na+].[Na+]>CN(C=O)C.C1(B(O)O)C=CC=CC=1.C1C=CC(P(C2C=CC=CC=2)C2C=CC=CC=2)=CC=1.C1C=CC(P(C2C=CC=CC=2)C2C=CC=CC=2)=CC=1.Cl[Pd]Cl>[F:22][C:17]1[CH:18]=[CH:19][CH:20]=[CH:21][C:16]=1[C@@H:11]([NH:10][C:8]([C:6]1[CH:5]=[CH:4][C:3]([O:23][CH3:24])=[C:2]([C:16]2[CH:21]=[CH:20][CH:19]=[CH:18][CH:17]=2)[N:7]=1)=[O:9])[CH2:12][C:13]([OH:15])=[O:14] |f:1.2.3,6.7.8|. Reported procedure: 50 mg (0.12 mmol) of (S)-3-[(6-Bromo-5-methoxy-pyridine-2-carbonyl)-amino]-3-(2-fluoro-phenyl)-propionic acid are dissolved in 3 ml of DMF, 120 mg (0.16 mmol, 1.35 eq) phenylboronic acid, 10 mg of bis(triphenylphosphine)palladium(II)chloride as catalyst and 1 ml of 1N Na2CO3 solution are added and the resulting mixture is heated to 100° C. for 6 hours. The mixture is filtrated via a pad of celite and subjected to preparative HPLC chromatography to yield 15 mg (31%) of product.